describe an organic reaction: reactants, conditions, products, and yield From a dataset of the Open Reaction Database (ORD), a public repository of structured organic reaction records. The reactants are COC([C@@H](NC([C@@H](NC([C@H]1N(CCC1)C([C@H]1N(CCC1)C([C@@H](NC(=O)OC(C)(C)C)CC1=CNC2=CC=CC=C12)=O)=O)=O)CC1=CC=C(C=C1)OCC1=CC=CC=C1)=O)COCC1=CC=CC=C1)=O (Nα -t-Butoxycarbonyl-L-tryptophyl-L-prolyl-L-prolyl-O-benzyl-L-tyrosyl-O-benzyl-L-serine methyl ester), N (ammonia). Solvent: CO (methanol). Conditions: time 3 day. The product is C(C)(C)(C)OC(=O)N[C@@H](CC1=CNC2=CC=CC=C12)C(=O)N1[C@H](C(=O)N2[C@H](C(=O)N[C@@H](CC3=CC=C(C=C3)OCC3=CC=CC=C3)C(=O)N[C@@H](COCC3=CC=CC=C3)C(=O)N)CCC2)CCC1 (Nα -t-Butoxycarbonyl-L-tryptophyl-L-prolyl-L-prolyl-O-benzyl-L-tyrosyl-O-benzyl-L-serinamide). RXN SMILES: CO[C:3](=[O:69])[C@H:4]([CH2:60][O:61][CH2:62][C:63]1[CH:68]=[CH:67][CH:66]=[CH:65][CH:64]=1)[NH:5][C:6](=[O:59])[C@H:7]([CH2:44][C:45]1[CH:50]=[CH:49][C:48]([O:51][CH2:52][C:53]2[CH:58]=[CH:57][CH:56]=[CH:55][CH:54]=2)=[CH:47][CH:46]=1)[NH:8][C:9](=[O:43])[C@@H:10]1[CH2:14][CH2:13][CH2:12][N:11]1[C:15](=[O:42])[C@@H:16]1[CH2:20][CH2:19][CH2:18][N:17]1[C:21](=[O:41])[C@H:22]([CH2:31][C:32]1[C:40]2[C:35](=[CH:36][CH:37]=[CH:38][CH:39]=2)[NH:34][CH:33]=1)[NH:23][C:24]([O:26][C:27]([CH3:30])([CH3:29])[CH3:28])=[O:25].[NH3:70]>CO>[C:27]([O:26][C:24]([NH:23][C@H:22]([C:21]([N:17]1[CH2:18][CH2:19][CH2:20][C@H:16]1[C:15]([N:11]1[CH2:12][CH2:13][CH2:14][C@H:10]1[C:9]([NH:8][C@H:7]([C:6]([NH:5][C@H:4]([C:3]([NH2:70])=[O:69])[CH2:60][O:61][CH2:62][C:63]1[CH:64]=[CH:65][CH:66]=[CH:67][CH:68]=1)=[O:59])[CH2:44][C:45]1[CH:50]=[CH:49][C:48]([O:51][CH2:52][C:53]2[CH:58]=[CH:57][CH:56]=[CH:55][CH:54]=2)=[CH:47][CH:46]=1)=[O:43])=[O:42])=[O:41])[CH2:31][C:32]1[C:40]2[C:35](=[CH:36][CH:37]=[CH:38][CH:39]=2)[NH:34][CH:33]=1)=[O:25])([CH3:29])([CH3:30])[CH3:28]. Reported procedure: Nα -t-Butoxycarbonyl-L-tryptophyl-L-prolyl-L-prolyl-O-benzyl-L-tyrosyl-O-benzyl-L-serine methyl ester (0.5 g.) is dissolved in methanol, 25 ml., and the solution saturated with gaseous ammonia. The reaction is let stand for three days at room temperature, and the solvent then removed by evaporation. Starting materials: CCCCc1ncc(CO)n1Cc1ccccc1Cl, O=C1CCC(=O)N1Cl, C1CCOC1. Yields the product CCCCc1nc(Cl)c(CO)n1Cc1ccccc1Cl. RXN SMILES: [CH2:1]([CH2:2][CH2:3][CH3:4])[c:5]1[n:6]([CH2:12][c:13]2[c:14]([Cl:19])[cH:15][cH:16][cH:17][cH:18]2)[c:7]([CH2:10][OH:11])[cH:8][n:9]1.[Cl:20][N:21]1[C:22](=[O:23])[CH2:24][CH2:25][C:26]1=[O:27].[O:28]1[CH2:29][CH2:30][CH2:31][CH2:32]1>>[CH2:1]([CH2:2][CH2:3][CH3:4])[c:5]1[n:6]([CH2:12][c:13]2[c:14]([Cl:19])[cH:15][cH:16][cH:17][cH:18]2)[c:7]([CH2:10][OH:11])[c:8]([Cl:20])[n:9]1. Reactants: C(C)(=O)OC[C@@H]1[C@H]([C@@H](C=CO1)O)O (6-O-acetylglucal), COCC(=O)OC=C (vinyl methoxyacetate). Run in C(OC)COC (dimethoxyethane). Run at time 2 hour. Product: COCC(=O)O[C@@H]1C=CO[C@@H]([C@H]1O)COC(C)=O (3-O-methoxyacetyl-6-O-acetylglucal). Isolated yield 93.8%. Reaction SMILES: [C:1]([O:4][CH2:5][C@H:6]1[O:11][CH:10]=[CH:9][C@@H:8]([OH:12])[C@@H:7]1[OH:13])(=[O:3])[CH3:2].[CH3:14][O:15][CH2:16][C:17](OC=C)=[O:18]>C(COC)OC>[CH3:14][O:15][CH2:16][C:17]([O:12][C@H:8]1[C@H:7]([OH:13])[C@@H:6]([CH2:5][O:4][C:1](=[O:3])[CH3:2])[O:11][CH:10]=[CH:9]1)=[O:18]. Procedure details: 325 mg (1.73 mmol) of 6-O-acetylglucal are dissolved in 1 ml of dimethoxyethane, 1 ml of vinyl methoxyacetate and 325 mg of lipase Fp (Pseudomonas fluorescens, Amano) are added, and the mixture is stirred at room tempera-tufa for 51/2hours. Filtering off the enzyme and flash chromatography on silica gel (ethyl acetate/hexane 1:2) result in 422 mg (1.62 mmol, 93.8% yield) of the desired 3-O-methoxyacetyl-6-O-acetylglucal. Reactants: O=C([O-])[O-], CCB(CC)CC, CN(C)C=O, O=c1c(-c2ccc(Cl)nc2)cc(-c2ccccn2)cn1-c1ccccc1, [K+], [K+], O. Yields the product CCc1ccc(-c2cc(-c3ccccn3)cn(-c3ccccc3)c2=O)cn1. Reaction SMILES: [C:27](=[O:28])([O-:29])[O-:30].[CH2:33]([CH3:34])[B:35]([CH2:36][CH3:37])[CH2:38][CH3:39].[CH3:41][N:42]([CH3:43])[CH:44]=[O:45].[Cl:1][c:2]1[n:3][cH:4][c:5](-[c:8]2[c:9](=[O:26])[n:10](-[c:20]3[cH:21][cH:22][cH:23][cH:24][cH:25]3)[cH:11][c:12](-[c:14]3[n:15][cH:16][cH:17][cH:18][cH:19]3)[cH:13]2)[cH:6][cH:7]1.[K+:31].[K+:32].[OH2:40]>>[c:2]1([CH2:33][CH3:34])[n:3][cH:4][c:5](-[c:8]2[c:9](=[O:26])[n:10](-[c:20]3[cH:21][cH:22][cH:23][cH:24][cH:25]3)[cH:11][c:12](-[c:14]3[n:15][cH:16][cH:17][cH:18][cH:19]3)[cH:13]2)[cH:6][cH:7]1. The reactants are C(C)OC(C(C)SC1=CN=C(S1)NC(=O)N([C@@H]1CC[C@H](CC1)C)C1CCCC1)=O ({2-[3-Cyclopentyl-3-(trans-4-methyl-cyclohexyl)-ureido]-thiazol-5-ylsulfanyl}-propionic acid ethyl ester), C1(CCCC1)N[C@@H]1CC[C@H](CC1)C (cyclopentyl-(trans-4-methyl-cyclohexyl)-amine), NC1=CN=CS1.C(C)OC(C(C)S)=O (5-aminothiazole 2-mercaptopropionic acid ethyl ester). Yields the product C1(CCCCC1)N(C(NC=1SC(=CN1)SCCC(=O)O)=O)C1CCCC1 (3-[2-(3-Cyclohexyl-3-cyclopentyl-ureido)-thiazol-5-ylsulfanyl]-propionic acid). RXN SMILES: C(OC(=O)[CH:5]([S:7][C:8]1[S:12][C:11]([NH:13][C:14]([N:16]([CH:24]2[CH2:28][CH2:27][CH2:26][CH2:25]2)[C@H:17]2[CH2:22][CH2:21][C@H:20](C)[CH2:19][CH2:18]2)=[O:15])=[N:10][CH:9]=1)[CH3:6])C.C1(N[C@H]2CC[C@H](C)CC2)CCCC1.NC1SC=NC=1.C([O:51][C:52](=[O:56])C(S)C)C>>[CH:17]1([N:16]([CH:24]2[CH2:28][CH2:27][CH2:26][CH2:25]2)[C:14](=[O:15])[NH:13][C:11]2[S:12][C:8]([S:7][CH2:5][CH2:6][C:52]([OH:56])=[O:51])=[CH:9][N:10]=2)[CH2:18][CH2:19][CH2:20][CH2:21][CH2:22]1 |f:2.3|. Procedure: {2-[3-Cyclopentyl-3-(trans-4-methyl-cyclohexyl)-ureido]-thiazol-5-ylsulfanyl}-propionic acid ethyl ester prepared as described in general procedure (A) using cyclopentyl-(trans-4-methyl-cyclohexyl)-amine and 5-aminothiazole-2-mercaptopropionic acid ethyl ester. Hydrolysis using general procedure (F) gave the title compound.